Dataset: the Open Reaction Database (ORD), a public repository of structured organic reaction records. Task: describe an organic reaction: reactants, conditions, products, and yield The reactants are ClC=1N(C(N(C(C1C)=O)C)=O)C (4-Chloro-1,3,5-trimethylpyrimidine-2,6(1H,3H)-dione), O (water), O(C1=CC=CC=C1)CC(CNCC(CN)(C)C)O (1-phenoxy-3-(3-amino-2,2-dimethylpropylamino)-propan-2-ol), N1=CC=CC=C1 (pyridine). Solvent: C(Cl)Cl (methylene chloride). Product: O(C1=CC=CC=C1)CC(CNCC(CNC1=C(C(N(C(N1C)=O)C)=O)C)(C)C)O (1-Phenoxy-3-[3-(1,3,5-trimethylpyrimidine-2,4-dion-6-ylamino)-2,2-dimethylpropylamino]-propan-2-ol). RXN SMILES: Cl[C:2]1[N:3]([CH3:12])[C:4](=[O:11])[N:5]([CH3:10])[C:6](=[O:9])[C:7]=1[CH3:8].[O:13]([CH2:20][CH:21]([OH:30])[CH2:22][NH:23][CH2:24][C:25]([CH3:29])([CH3:28])[CH2:26][NH2:27])[C:14]1[CH:19]=[CH:18][CH:17]=[CH:16][CH:15]=1.N1C=CC=CC=1.O>C(Cl)Cl>[O:13]([CH2:20][CH:21]([OH:30])[CH2:22][NH:23][CH2:24][C:25]([CH3:28])([CH3:29])[CH2:26][NH:27][C:2]1[N:3]([CH3:12])[C:4](=[O:11])[N:5]([CH3:10])[C:6](=[O:9])[C:7]=1[CH3:8])[C:14]1[CH:19]=[CH:18][CH:17]=[CH:16][CH:15]=1. Reported procedure: 4.5 g. 4-Chloro-1,3,5-trimethylpyrimidine-2,6(1H,3H)-dione and 6.1 g. 1-phenoxy-3-(3-amino-2,2-dimethylpropylamino)-propan-2-ol (b.p. 159°-161° C./0.01 mm.Hg; obtained from phenyl glycidyl ether and 2,2-dimethyl-1,3-diaminopropane) are stirred for 50 hours at 80° C. in 8 ml. pyridine. The reaction mixture is taken up in methylene chloride, shaken with water, dried, evaporated and the residue obtained chromatographed on silica gel in the manner described in Example 29 to give 2.3 g. (24% of theor... The reactants are C(=O)(O)C(O)C(O)C(=O)O.ClC=1C=C(C=CC1)NCC1=CC=CC=C1 ((+)-(3-chlorophenyl)phenylmethylamine (+)tartrate), N (ammonia). Run in C(Cl)(Cl)Cl (chloroform). Yields the product ClC=1C=C(C=CC1)NCC1=CC=CC=C1 ((+)-(3-chlorophenyl)phenylmethylamine). Isolated yield 96.7%. RXN SMILES: C(C(C(C(O)=O)O)O)(O)=O.[Cl:11][C:12]1[CH:13]=[C:14]([NH:18][CH2:19][C:20]2[CH:25]=[CH:24][CH:23]=[CH:22][CH:21]=2)[CH:15]=[CH:16][CH:17]=1.N>C(Cl)(Cl)Cl>[Cl:11][C:12]1[CH:13]=[C:14]([NH:18][CH2:19][C:20]2[CH:25]=[CH:24][CH:23]=[CH:22][CH:21]=2)[CH:15]=[CH:16][CH:17]=1 |f:0.1|. Procedure details: Next, (+)-(3-chlorophenyl)phenylmethylamine (+)tartrate (4.28 g) was suspended in chloroform (40 ml), and 28%-aqueous ammonia was added thereto to neutralize the mixture. Thereafter, the chloroform layer was separated therefrom. The extract was dried over anhydrous magnesium sulfate, and the solvent was removed by evaporation in vacuo, to give (+)-(3-chlorophenyl)phenylmethylamine (2.45 g) as a pale yellow oil. The reactants are C(C)OC(CC1=CC(=CC=C1)NC(=O)C=1OC(=CC1)Br)=O ((3-[(5-Bromo-furan-2-carbonyl)-amino]-phenyl)-acetic acid ethyl ester), CN(C1=CC=C(C=C1)B(O)O)C (4-(dimethylamino)phenylboronic acid), C([O-])([O-])=O.[K+].[K+] (potassium carbonate). The reagents and catalysts are [Br-].C(CCC)[N+](CCCC)(CCCC)CCCC (tetra-n-butylammonium bromide), CC(=O)O.CC(=O)O.[Pd] (palladium II acetate). The solvent is O (water). Reaction conditions: temperature 70 celsius. Yields the product C(C)OC(CC1=CC(=CC=C1)NC(=O)C=1OC(=CC1)C1=CC=C(C=C1)N(C)C)=O ((3-[(5-(4-Dimethylamino-phenyl)-furan-2-carbonyl)-amino]-phenyl)-acetic acid ethyl ester). Isolated yield 74.0%. RXN SMILES: [CH2:1]([O:3][C:4](=[O:21])[CH2:5][C:6]1[CH:11]=[CH:10][CH:9]=[C:8]([NH:12][C:13]([C:15]2[O:16][C:17](Br)=[CH:18][CH:19]=2)=[O:14])[CH:7]=1)[CH3:2].[CH3:22][N:23]([CH3:33])[C:24]1[CH:29]=[CH:28][C:27](B(O)O)=[CH:26][CH:25]=1.C(=O)([O-])[O-].[K+].[K+]>[Br-].C([N+](CCCC)(CCCC)CCCC)CCC.O.CC(O)=O.CC(O)=O.[Pd]>[CH2:1]([O:3][C:4](=[O:21])[CH2:5][C:6]1[CH:11]=[CH:10][CH:9]=[C:8]([NH:12][C:13]([C:15]2[O:16][C:17]([C:27]3[CH:28]=[CH:29][C:24]([N:23]([CH3:33])[CH3:22])=[CH:25][CH:26]=3)=[CH:18][CH:19]=2)=[O:14])[CH:7]=1)[CH3:2] |f:2.3.4,5.6,8.9.10|. Reported procedure: To a previously degassed mixture of (3-[(5-bromo-furan-2-carbonyl)-amino]-phenyl)-acetic acid ethyl ester (11) (0.4 g), 4-(dimethylamino)phenylboronic acid (0.23 g), potassium carbonate (0.39 g) and tetra-n-butylammonium bromide (0.37 g) in water (2 ml) was added palladium II acetate (circa 10 mg). The mixture was heated to 70° C. for an hour, cooled and partitioned between ethyl acetate and water. The organic layer was separated, washed with brine, dried over sodium sulphate and evaporated in v... Starting materials: FC1=C(C=CC=C1)C1=CC=C(C=C1)CC(=O)OC (methyl (2′-fluoro[1,1′-biphenyl]-4-yl)acetate), [OH-].[K+] (potassium hydroxide). Run in C(C)O (ethanol), O (water). The product is FC1=C(C=CC=C1)C1=CC=C(C=C1)CC(=O)O ((2′-Fluoro[1,1′-biphenyl]4-yl)acetic acid). As a reaction SMILES: [F:1][C:2]1[CH:7]=[CH:6][CH:5]=[CH:4][C:3]=1[C:8]1[CH:13]=[CH:12][C:11]([CH2:14][C:15]([O:17]C)=[O:16])=[CH:10][CH:9]=1.[OH-].[K+]>C(O)C.O>[F:1][C:2]1[CH:7]=[CH:6][CH:5]=[CH:4][C:3]=1[C:8]1[CH:13]=[CH:12][C:11]([CH2:14][C:15]([OH:17])=[O:16])=[CH:10][CH:9]=1 |f:1.2|. Reported procedure: 26.5 g (0.11 mol) of methyl (2′-fluoro[1,1′-biphenyl]-4-yl)acetate are initially charged in 50 ml of ethanol and, at room temperature, admixed with a solution of 12.8 g (0.19 mol) of potassium hydroxide pellets in 25 ml of water. The mixture is then heated under reflux for 4 h. After cooling, the crude mixture is concentrated under reduced pressure, and the residue is dissolved in 100 ml of water and acidified using conc. hydrochloric acid. The precipitate is filtered off and washed repeatedly w... The reactants are FC(C(=O)O)(F)F.FC(C(=O)O)(F)F.FC(C(=O)O)(F)F.ClC=1C=NC=2NC=3C=NC=C(CCC4=C(C=CC(NC1N2)=C4)NC(CC4CCNCC4)=O)C3 (N-[6-chloro-2,4,8,18,22-pentaazatetracyclo[14.3.1.1(3,7).1(9,13)]docosa-1(20),3(22),4,6,9(21),10,12,16,18-nonaen-12-yl]-2-piperidin-4-ylacetamide tris(trifluoroacetate)), C1(CC1)C1=C(C=NO1)C(=O)O (5-cyclopropylisoxazole-4-carboxylic acid). The product is FC(C(=O)O)(F)F.FC(C(=O)O)(F)F.ClC=1C=NC=2NC=3C=NC=C(CCC4=C(C=CC(NC1N2)=C4)NC(CC4CCN(CC4)C(=O)C=4C=NOC4C4CC4)=O)C3 (N-[6-Chloro-2,4,8,18,22-pentaazatetracyclo[14.3.1.1(3,7).1(9,13)]docosa-1(20),3(22),4,6,9(21),10,12,16,18-nonaen-12-yl]-2-{1-[(5-cyclopropylisoxazol-4-yl)carbonyl]piperidin-4-yl}acetamide bis(trifluoroacetate)). Yield: 18.0%. Reaction SMILES: [F:1][C:2]([F:7])([F:6])[C:3]([OH:5])=[O:4].[F:8][C:9]([F:14])([F:13])[C:10]([OH:12])=[O:11].FC(F)(F)C(O)=O.[Cl:22][C:23]1[CH:24]=[N:25][C:26]2[NH:27][C:28]3[CH:29]=[N:30][CH:31]=[C:32]([CH:54]=3)[CH2:33][CH2:34][C:35]3[CH:43]=[C:39]([NH:40][C:41]=1[N:42]=2)[CH:38]=[CH:37][C:36]=3[NH:44][C:45](=[O:53])[CH2:46][CH:47]1[CH2:52][CH2:51][NH:50][CH2:49][CH2:48]1.[CH:55]1([C:58]2[O:62][N:61]=[CH:60][C:59]=2[C:63](O)=[O:64])[CH2:57][CH2:56]1>>[F:1][C:2]([F:7])([F:6])[C:3]([OH:5])=[O:4].[F:8][C:9]([F:14])([F:13])[C:10]([OH:12])=[O:11].[Cl:22][C:23]1[CH:24]=[N:25][C:26]2[NH:27][C:28]3[CH:29]=[N:30][CH:31]=[C:32]([CH:54]=3)[CH2:33][CH2:34][C:35]3[CH:43]=[C:39]([NH:40][C:41]=1[N:42]=2)[CH:38]=[CH:37][C:36]=3[NH:44][C:45](=[O:53])[CH2:46][CH:47]1[CH2:52][CH2:51][N:50]([C:63]([C:59]2[CH:60]=[N:61][O:62][C:58]=2[CH:55]2[CH2:57][CH2:56]2)=[O:64])[CH2:49][CH2:48]1 |f:0.1.2.3,5.6.7|. Procedure: The desired compound was prepared according to the procedure of Example A27 using N-[6-chloro-2,4,8,18,22-pentaazatetracyclo[14.3.1.1(3,7).1(9,13)]docosa-1(20),3(22),4,6,9(21),10,12,16,18-nonaen-12-yl]-2-piperidin-4-ylacetamide tris(trifluoroacetate) and 5-cyclopropylisoxazole-4-carboxylic acid as starting materials in 18% yield. LCMS for C31H32ClN8O3 (M+H)+: m/z=599.2. Yields the product CC1(C(C2=CC=C(C=C2C1)Br)=O)C (2,2-dimethyl-5-bromo-1-indanone), CC1C(C2=CC=C(C=C2C1)Br)=O (2-methyl-5-bromo-1-indanone), white solid. Conditions: time 3 hour. RXN SMILES: [Br:1][C:2]1[CH:3]=[C:4]2[C:8](=[CH:9][CH:10]=1)[C:7](=[O:11])[CH2:6][CH2:5]2.[CH3:12][C:13]([O-])([CH3:15])[CH3:14].[K+].[OH2:18]>C1COCC1>[CH3:12][C:13]1([CH3:15])[CH2:5][C:4]2[C:8](=[CH:9][CH:10]=[C:2]([Br:1])[CH:3]=2)[C:14]1=[O:18].[CH3:12][CH:6]1[CH2:5][C:4]2[C:8](=[CH:9][CH:10]=[C:2]([Br:1])[CH:3]=2)[C:7]1=[O:11] |f:1.2|. Procedure details: A solution of 5-bromo-1-indanone (3.75 g, 17.76 mmol) in 18 ml of anhydrous THF is brought to −20° C. under an atmosphere of argon and with magnetic stirring. A 1M solution of t-BuOK in THF (18 ml, 18 mmol) is added with a syringe and the stirring continued for 3 hours at ambient temperature. At 0° C., 10 ml of distilled water is added and the mixture then extracted with ether (4×75 ml), dried over MgSO4, filtered and evaporated to obtain a raw product that is incorporated onto silica and purifi... The reactants are solution, CC(C)(C)[O-].[K+] (t-BuOK), BrC=1C=C2CCC(C2=CC1)=O (5-bromo-1-indanone), BrC=1C=C2CCC(C2=CC1)=O (5-bromo-1-indanone), O (water). The yield is 32.0%. Solvent: C1CCOC1 (THF), C1CCOC1 (THF). The reactants are NC=1C(=CC2=C(N(CC(O2)(C)C)C2=[N+](C=CC=C2)[O-])C1)[N+](=O)[O-] (2-(6-amino-3,4-dihydro-2,2-dimethyl-7-nitro-2H-1,4-benzoxazin-4-yl)pyridine 1-oxide), C(C)(=O)O (acetic acid). The reagents and catalysts are [C].[Pd] (palladium-carbon). Product: CC1(OC2=C(N(C1)C1=NC=CC=C1)C=C1C(=C2)N=CN1)C (1,6,7,8-tetrahydro-6,6-dimethyl-8-(2-pyridyl)imidazo[4,5-g][1,4]benzoxazine). Reaction SMILES: [NH2:1][C:2]1[C:3]([N+:21]([O-])=O)=[CH:4][C:5]2[O:10][C:9]([CH3:12])([CH3:11])[CH2:8][N:7]([C:13]3[CH:18]=[CH:17][CH:16]=[CH:15][N+:14]=3[O-])[C:6]=2[CH:20]=1.[C:24](O)(=O)C>[C].[Pd]>[CH3:11][C:9]1([CH3:12])[CH2:8][N:7]([C:13]2[CH:18]=[CH:17][CH:16]=[CH:15][N:14]=2)[C:6]2[CH:20]=[C:2]3[NH:1][CH:24]=[N:21][C:3]3=[CH:4][C:5]=2[O:10]1 |f:2.3|. Reported procedure: To a solution of 500 mg 2-(6-amino-3,4-dihydro-2,2-dimethyl-7-nitro-2H-1,4-benzoxazin-4-yl)pyridine 1-oxide in 25 ml acetic acid, was added a catalytic amount of 10% palladium-carbon to perform catalytic hydrogenation. The catalyst was filtered off from the reaction mixture, the solvent was distilled off from the filtrate under reduced pressure, the residue was dissolved in 10 ml formic acid, and the solution was heated under reflux for 18 hours with stirring. After distilling off the solvent fr...